Dataset: the Open Reaction Database (ORD), a public repository of structured organic reaction records. Task: describe an organic reaction: reactants, conditions, products, and yield Reactants: C(#N)C1=CC2=CC[C@H]3[C@@H]4CC[C@@H]([C@@]4(C)CC[C@@H]3[C@]2(CC1)C)C(SC1=NC=CC=C1)=O (S-2-pyridyl 3-cyanoandrosta-3,5-diene-17β-thiocarboxylate), COC=1C=C(C=CC1OC)C(C)(C)N (1-(3,4-dimethoxyphenyl)-1-methylethylamine). Yields the product COC=1C=C(C=CC1OC)C(C)(C)NC(=O)[C@@H]1[C@]2(C)[C@@H](CC1)[C@@H]1CC=C3C=C(CC[C@]3(C)[C@H]1CC2)C#N (N-[1-(3,4-Dimethoxyphenyl)-1-methylethyl]-3-cyanoandrosta-3,5-diene-17β-carboxamide). Yield: 60.0%. As a reaction SMILES: [C:1]([C:3]1[CH2:20][CH2:19][C@@:18]2([CH3:21])[C:5](=[CH:6][CH2:7][C@@H:8]3[C@@H:17]2[CH2:16][CH2:15][C@@:13]2([CH3:14])[C@H:9]3[CH2:10][CH2:11][C@@H:12]2[C:22](=[O:30])SC2C=CC=CN=2)[CH:4]=1)#[N:2].[CH3:31][O:32][C:33]1[CH:34]=[C:35]([C:41]([NH2:44])([CH3:43])[CH3:42])[CH:36]=[CH:37][C:38]=1[O:39][CH3:40]>>[CH3:31][O:32][C:33]1[CH:34]=[C:35]([C:41]([NH:44][C:22]([C@H:12]2[CH2:11][CH2:10][C@H:9]3[C@H:8]4[C@H:17]([CH2:16][CH2:15][C@:13]23[CH3:14])[C@:18]2([CH3:21])[C:5]([CH:4]=[C:3]([C:1]#[N:2])[CH2:20][CH2:19]2)=[CH:6][CH2:7]4)=[O:30])([CH3:42])[CH3:43])[CH:36]=[CH:37][C:38]=1[O:39][CH3:40]. Procedure: Following a procedure similar to that described in Example 3(b), but using S-2-pyridyl 3-cyanoandrosta-3,5-diene-17β-thiocarboxylate [prepared as described in Example 3(a)] and 1-(3,4-dimethoxyphenyl)-1-methylethylamine (prepared as described in Preparation 10e) as starting materials, in relative proportions similar to those used in that Example, the title compound was obtained in a yield of 60%. The reactants are CCOC(=O)C(C)(C)CBr, CC(C)Oc1ncc(-c2nc(-c3ccc4[nH]ncc4c3)no2)cc1Cl, [K+], [K+], O=C([O-])[O-], CN(C)C=O. Yields the product CCOC(=O)C(C)(C)Cn1ncc2cc(-c3noc(-c4cnc(OC(C)C)c(Cl)c4)n3)ccc21. Reaction SMILES: [Br:26][CH2:27][C:28]([C:29](=[O:30])[O:31][CH2:32][CH3:33])([CH3:34])[CH3:35].[Cl:1][c:2]1[cH:3][c:4](-[c:12]2[n:13][c:14](-[c:17]3[cH:18][c:19]4[cH:20][n:21][nH:22][c:23]4[cH:24][cH:25]3)[n:15][o:16]2)[cH:5][n:6][c:7]1[O:8][CH:9]([CH3:10])[CH3:11].[K+:36].[K+:37].[O-:38][C:39]([O-:40])=[O:41].[O:42]=[CH:43][N:44]([CH3:45])[CH3:46]>>[Cl:1][c:2]1[cH:3][c:4](-[c:12]2[n:13][c:14](-[c:17]3[cH:18][c:19]4[cH:20][n:21][n:22]([CH2:27][C:28]([C:29](=[O:30])[O:31][CH2:32][CH3:33])([CH3:34])[CH3:35])[c:23]4[cH:24][cH:25]3)[n:15][o:16]2)[cH:5][n:6][c:7]1[O:8][CH:9]([CH3:10])[CH3:11]. Reactants: C1(CCCCC1)C1=NN(C=2N=C(NC(C21)=O)C2=C(C=C(C=C2)N2CCC(CC2)N(C)C)OC)C (3-Cyclohexyl-6-{4-[4-(dimethylamino)-1-piperidinyl]-2-methoxyphenyl}-1-methyl-1,5-dihydro-4H-pyrazolo[3,4-d]pyrimidin-4-one), CS(=O)(=O)O (methanesulfonic acid). Run in C(C)O (ethanol). Product: CS(=O)(=O)O.C1(CCCCC1)C1=NN(C=2N=C(NC(C21)=O)C2=C(C=C(C=C2)N2CCC(CC2)N(C)C)OC)C (3-Cyclohexyl-6-{4-[4-(dimethylamino)-1-piperidinyl]-2-methoxyphenyl}-1-methyl-1,5-dihydro-4H-pyrazolo[3,4-d]pyrimidin-4-one monomethanesulfonate). Isolated yield 46.2%. As a reaction SMILES: [CH:1]1([C:7]2[C:15]3[C:14](=[O:16])[NH:13][C:12]([C:17]4[CH:22]=[CH:21][C:20]([N:23]5[CH2:28][CH2:27][CH:26]([N:29]([CH3:31])[CH3:30])[CH2:25][CH2:24]5)=[CH:19][C:18]=4[O:32][CH3:33])=[N:11][C:10]=3[N:9]([CH3:34])[N:8]=2)[CH2:6][CH2:5][CH2:4][CH2:3][CH2:2]1.[CH3:35][S:36]([OH:39])(=[O:38])=[O:37]>C(O)C>[CH3:35][S:36]([OH:39])(=[O:38])=[O:37].[CH:1]1([C:7]2[C:15]3[C:14](=[O:16])[NH:13][C:12]([C:17]4[CH:22]=[CH:21][C:20]([N:23]5[CH2:28][CH2:27][CH:26]([N:29]([CH3:30])[CH3:31])[CH2:25][CH2:24]5)=[CH:19][C:18]=4[O:32][CH3:33])=[N:11][C:10]=3[N:9]([CH3:34])[N:8]=2)[CH2:2][CH2:3][CH2:4][CH2:5][CH2:6]1 |f:3.4|. Reported procedure: To a 1 ml ethanol solution of 50 mg (0.108 mmol) of the compound obtained in Example 153, 7.1 ml (0.110 mmol) of methanesulfonic acid was added, and the mixture was heated under reflux for 10 minutes. Then, the reaction mixture was cooled to room temperature, and the solvent was distilled off under reduced pressure. The residue was purified by recrystallization (ethyl acetate-ethanol) to obtain 28 mg (46%) of the captioned compound. The reactants are O=C([O-])[O-], C1COCCO1, COC(=O)C(Cc1ccc(OS(=O)(=O)C(F)(F)F)cc1)NC(=O)OC(C)(C)C, [K+], [K+], N#N, O, OB(O)c1ccccc1, c1ccc(P(c2ccccc2)(c2ccccc2)[Pd](P(c2ccccc2)(c2ccccc2)c2ccccc2)(P(c2ccccc2)(c2ccccc2)c2ccccc2)P(c2ccccc2)(c2ccccc2)c2ccccc2)cc1. RXN SMILES: [C:1](=[O:2])([O-:3])[O-:4].[CH2:47]1[O:48][CH2:49][CH2:50][O:51][CH2:52]1.[CH3:7][O:8][C:9]([CH:10]([CH2:11][c:12]1[cH:13][cH:14][c:15]([O:18][S:19]([C:20]([F:21])([F:22])[F:23])(=[O:24])=[O:25])[cH:16][cH:17]1)[NH:26][C:27](=[O:28])[O:29][C:30]([CH3:31])([CH3:32])[CH3:33])=[O:34].[K+:5].[K+:6].[N:44]#[N:45].[OH2:46].[OH:35][B:36]([OH:37])[c:38]1[cH:39][cH:40][cH:41][cH:42][cH:43]1.[cH:53]1[cH:54][cH:55][c:56]([P:57]([Pd:58]([P:59]([c:60]2[cH:61][cH:62][cH:63][cH:64][cH:65]2)([c:66]2[cH:67][cH:68][cH:69][cH:70][cH:71]2)[c:72]2[cH:73][cH:74][cH:75][cH:76][cH:77]2)([P:78]([c:79]2[cH:80][cH:81][cH:82][cH:83][cH:84]2)([c:85]2[cH:86][cH:87][cH:88][cH:89][cH:90]2)[c:91]2[cH:92][cH:93][cH:94][cH:95][cH:96]2)[P:97]([c:98]2[cH:99][cH:100][cH:101][cH:102][cH:103]2)([c:104]2[cH:105][cH:106][cH:107][cH:108][cH:109]2)[c:110]2[cH:111][cH:112][cH:113][cH:114][cH:115]2)([c:116]2[cH:117][cH:118][cH:119][cH:120][cH:121]2)[c:122]2[cH:123][cH:124][cH:125][cH:126][cH:127]2)[cH:128][cH:129]1>>[CH3:7][O:8][C:9]([CH:10]([CH2:11][c:12]1[cH:13][cH:14][c:15](-[c:38]2[cH:39][cH:40][cH:41][cH:42][cH:43]2)[cH:16][cH:17]1)[NH:26][C:27](=[O:28])[O:29][C:30]([CH3:31])([CH3:32])[CH3:33])=[O:34]. Product: COC(=O)C(Cc1ccc(-c2ccccc2)cc1)NC(=O)OC(C)(C)C. The reactants are BrCCBr, O=C([O-])[O-], CCOC(=O)C(=NO)c1csc(NC(c2ccccc2)(c2ccccc2)c2ccccc2)n1, ClCCl, CN(C)C=O, CO, Cl, [K+], [K+], O. Yields the product CCOC(=O)C(=NOCCBr)c1csc(NC(c2ccccc2)(c2ccccc2)c2ccccc2)n1. RXN SMILES: [Br:46][CH2:47][CH2:48][Br:49].[C:1](=[O:2])([O-:3])[O-:4].[C:8]([c:9]1[cH:10][cH:11][cH:12][cH:13][cH:14]1)([c:15]1[cH:16][cH:17][cH:18][cH:19][cH:20]1)([c:21]1[cH:22][cH:23][cH:24][cH:25][cH:26]1)[NH:27][c:28]1[s:29][cH:30][c:31]([C:33]([C:34](=[O:35])[O:36][CH2:37][CH3:38])=[N:39][OH:40])[n:32]1.[CH2:52]([Cl:53])[Cl:54].[CH3:41][N:42]([CH3:43])[CH:44]=[O:45].[CH3:50][OH:51].[ClH:7].[K+:5].[K+:6].[OH2:55]>>[C:8]([c:9]1[cH:10][cH:11][cH:12][cH:13][cH:14]1)([c:15]1[cH:16][cH:17][cH:18][cH:19][cH:20]1)([c:21]1[cH:22][cH:23][cH:24][cH:25][cH:26]1)[NH:27][c:28]1[s:29][cH:30][c:31]([C:33]([C:34](=[O:35])[O:36][CH2:37][CH3:38])=[N:39][O:40][CH2:48][CH2:47][Br:46])[n:32]1.